describe an organic reaction: reactants, conditions, products, and yield From a dataset of the Open Reaction Database (ORD), a public repository of structured organic reaction records. Reactants: C(C)(C)(C)[Li] (tert-Butyllithium), C(C)(C)(C)OC(NC1=CC(=NC=C1)Cl)=O ((2-chloro-pyridin-4-yl)-carbamic acid tert-butyl ester), II (I2). Procedure details: tert-Butyllithium (36.3 mL, 1.7M in pentane) is added dropwise to a solution of (2-chloro-pyridin-4-yl)-carbamic acid tert-butyl ester (6.00 g, 26.2 mmol) in THF (46 mL) at −78° C. under Ar. The yellow/orange mixture is stirred for 2 h at −78° C. then warmed to −40° C. for 1 h then cooled to −78° C. before dropwise addition of I2 (15.65 g, 61.7 mmol) in THF (49 mL). The reaction mixture is stirred for 1.5 h at −78° C. then at −10° C. for 30 minutes. The reaction is quenched with saturated NH4Cl ... Run at temperature -78 celsius, time 2 hour. Solvent: C1CCOC1 (THF), C1CCOC1 (THF). RXN SMILES: C([Li])(C)(C)C.[C:6]([O:10][C:11](=[O:20])[NH:12][C:13]1[CH:18]=[CH:17][N:16]=[C:15]([Cl:19])[CH:14]=1)([CH3:9])([CH3:8])[CH3:7].[I:21]I>C1COCC1>[C:6]([O:10][C:11](=[O:20])[NH:12][C:13]1[CH:18]=[CH:17][N:16]=[C:15]([Cl:19])[C:14]=1[I:21])([CH3:9])([CH3:7])[CH3:8]. The product is C(C)(C)(C)OC(NC1=C(C(=NC=C1)Cl)I)=O ((2-Chloro-3-iodo-pyridin-4-yl)-carbamic acid tert-butyl ester). Yield: 85.9%. Starting materials: CC1=C(C=CC=C1)B(O)O (2-methylphenylboronic acid), C([O-])([O-])=O.[Na+].[Na+] (sodium carbonate), C(C1=CC=CC=C1)OC1=C(C(=O)NC2=C(C(=O)OC(C)(C)C)C=CC(=C2)Br)C=C(C=C1)N1CCCCC1 (tert-butyl 2-(2-(benzyloxy)-5-(piperidin-1-yl)benzamido)-4-bromobenzoate). Reagents/catalysts: Cl[Pd]([P](C1=CC=CC=C1)(C2=CC=CC=C2)C3=CC=CC=C3)([P](C4=CC=CC=C4)(C5=CC=CC=C5)C6=CC=CC=C6)Cl (bis(triphenylphosphine)palladium(II) dichloride). Solvent: C(C)(=O)OCC (ethyl acetate), O (water), COCCOC (ethylene glycol dimethyl ether), O (Water). Yields the product C(C1=CC=CC=C1)OC1=C(C(=O)NC2=C(C(=O)OC(C)(C)C)C=CC(=C2)C2=C(C=CC=C2)C)C=C(C=C1)N1CCCCC1 (tert-butyl 2-(2-(benzyloxy)-5-(piperidin-1-yl)benzamido)-4-(2-methylphenyl)benzoate). Yield: 98.1%. RXN SMILES: [CH3:1][C:2]1[CH:7]=[CH:6][CH:5]=[CH:4][C:3]=1B(O)O.C(=O)([O-])[O-].[Na+].[Na+].[CH2:17]([O:24][C:25]1[CH:47]=[CH:46][C:45]([N:48]2[CH2:53][CH2:52][CH2:51][CH2:50][CH2:49]2)=[CH:44][C:26]=1[C:27]([NH:29][C:30]1[CH:42]=[C:41](Br)[CH:40]=[CH:39][C:31]=1[C:32]([O:34][C:35]([CH3:38])([CH3:37])[CH3:36])=[O:33])=[O:28])[C:18]1[CH:23]=[CH:22][CH:21]=[CH:20][CH:19]=1>Cl[Pd](Cl)([P](C1C=CC=CC=1)(C1C=CC=CC=1)C1C=CC=CC=1)[P](C1C=CC=CC=1)(C1C=CC=CC=1)C1C=CC=CC=1.C(OCC)(=O)C.O.COCCOC>[CH2:17]([O:24][C:25]1[CH:47]=[CH:46][C:45]([N:48]2[CH2:53][CH2:52][CH2:51][CH2:50][CH2:49]2)=[CH:44][C:26]=1[C:27]([NH:29][C:30]1[CH:42]=[C:41]([C:3]2[CH:4]=[CH:5][CH:6]=[CH:7][C:2]=2[CH3:1])[CH:40]=[CH:39][C:31]=1[C:32]([O:34][C:35]([CH3:38])([CH3:37])[CH3:36])=[O:33])=[O:28])[C:18]1[CH:23]=[CH:22][CH:21]=[CH:20][CH:19]=1 |f:1.2.3,^1:56,75|. Procedure: Water (0.60 mL), 2-methylphenylboronic acid (0.029 g), sodium carbonate (0.047 g), and bis(triphenylphosphine)palladium(II) dichloride (2.5 mg) were added to an ethylene glycol dimethyl ether (2.0 mL) solution of tert-butyl 2-(2-(benzyloxy)-5-(piperidin-1-yl)benzamido)-4-bromobenzoate (0.10 g), followed by heating to reflux under a nitrogen atmosphere for 2 hours. The reaction mixture was cooled to room temperature, and water and ethyl acetate were added thereto. The organic layer was separated,... Starting materials: CN(C=O)C (N,N-dimethylformamide), ice water, ClS(=O)(=O)N=C=O (Chlorosulfonyl isocyanate), C(C)(C)(C)C=1C=C2C=CNC2=CC1 (5-tert-butylindole). Run in C(C)#N (acetonitrile), C(C)#N (acetonitrile). Run at time 1 hour. Product: C(C)(C)(C)C=1C=C2C(=CNC2=CC1)C#N (5-tert-butyl-3-cyanoindole). RXN SMILES: ClS([N:5]=[C:6]=O)(=O)=O.[C:8]([C:12]1[CH:13]=[C:14]2[C:18](=[CH:19][CH:20]=1)[NH:17][CH:16]=[CH:15]2)([CH3:11])([CH3:10])[CH3:9].CN(C)C=O>C(#N)C>[C:8]([C:12]1[CH:13]=[C:14]2[C:18](=[CH:19][CH:20]=1)[NH:17][CH:16]=[C:15]2[C:6]#[N:5])([CH3:11])([CH3:9])[CH3:10]. Reported procedure: Chlorosulfonyl isocyanate (1 ml) was added dropwise to a suspension of 5-tert-butylindole (2.1 g) in acetonitrile (15 ml) over 10 minutes under ice-cooling. After being stirred for 1 hour at same temperature, a solution of N,N-dimethylformamide (1 ml) in acetonitrile (20 ml) was added to the mixture and then the mixture was stirred at 50° C. for 1 hour. The reaction mixture was poured into ice-water and extracted with ethyl acetate. The extract was washed with brine, dried over magnesium sulfate... The reactants are ( 3 ), Cl.FCCCN (3-Fluoropropan-1-amine HCl-salt), ( 5 ), ( 17 ), TEA MeOH, CC1=CC=C(C=C1)S(=O)(=O)OC[C@H]1COC2=C(O1)C=C(C=C2Cl)S(=O)(=O)C ([(2R)-5-chloro-7-(methylsulfonyl)-2,3-dihydro-1,4-benzodioxin-2-yl]methyl 4-methylbenzenesulfonate), FCCCN (3-fluoropropan-1-amine), ( 3 ). Product: ClC1=CC(=CC=2O[C@H](COC21)CNCCCF)S(=O)(=O)C (N-{[(2S)-5-CHLORO-7-(METHYLSULFONYL)-2,3-DIHYDRO-1,4-BENZODIOXIN-2-YL]METHYL}-3-FLUOROPROPAN-1-AMINE). Reaction SMILES: Cl.[F:2][CH2:3][CH2:4][CH2:5][NH2:6].CC1C=CC(S(O[CH2:18][C@@H:19]2[O:24][C:23]3[CH:25]=[C:26]([S:30]([CH3:33])(=[O:32])=[O:31])[CH:27]=[C:28]([Cl:29])[C:22]=3[O:21][CH2:20]2)(=O)=O)=CC=1.FCCCN>>[Cl:29][C:28]1[C:22]2[O:21][CH2:20][C@H:19]([CH2:18][NH:6][CH2:5][CH2:4][CH2:3][F:2])[O:24][C:23]=2[CH:25]=[C:26]([S:30]([CH3:33])(=[O:32])=[O:31])[CH:27]=1 |f:0.1|. Procedure details: 3-Fluoropropan-1-amine HCl-salt (0.178 g, 1.52 mmol) was basified on a SCX-3 ion exchange column (TEA/MeOH). [(2R)-5-chloro-7-(methylsulfonyl)-2,3-dihydro-1,4-benzodioxin-2-yl]methyl 4-methylbenzenesulfonate (0.027 g, 0.062 mmol) and 3-fluoropropan-1-amine (0.15 M in MeOH/TEA:4/1, 5 ml) was heated under microwave radiation at 120° C. for 1 h 20 min. MS m/z (rel. intensity, 70 eV) 337 (M+, 0.4), 91 (5), 90 (bp), 85 (3), 70 (17), 63 (3). Reactants: CC=1C=C(C=C(C1)C)C=1NC2=CC=CC=C2C1CCNCCCCC1=CC=C(C=C1)O (4-[4-[[2-[2-(3,5-dimethylphenyl)-1H-indol-3-yl]ethyl]amino]butyl]phenol), ICC(=O)N (iodoacetamide), C(C)(C)N(CC)C(C)C (diisopropylethyl amine). The solvent is C(C)#N (acetonitrile), CN(C=O)C (N,N-dimethylformamide). Product: CC=1C=C(C=C(C1)C)C=1NC2=CC=CC=C2C1CCN(CC(=O)N)CCCCC1=CC=C(C=C1)O (2-[[2-[2-(3,5-dimethylphenyl)-1H-indol-3-yl]ethyl]-[4-(4-hydroxyphenyl)-butyl]amino]acetamide). Reaction SMILES: [CH3:1][C:2]1[CH:3]=[C:4]([C:9]2[NH:10][C:11]3[C:16]([C:17]=2[CH2:18][CH2:19][NH:20][CH2:21][CH2:22][CH2:23][CH2:24][C:25]2[CH:30]=[CH:29][C:28]([OH:31])=[CH:27][CH:26]=2)=[CH:15][CH:14]=[CH:13][CH:12]=3)[CH:5]=[C:6]([CH3:8])[CH:7]=1.C(N(C(C)C)CC)(C)C.I[CH2:42][C:43]([NH2:45])=[O:44]>C(#N)C.CN(C)C=O>[CH3:8][C:6]1[CH:5]=[C:4]([C:9]2[NH:10][C:11]3[C:16]([C:17]=2[CH2:18][CH2:19][N:20]([CH2:21][CH2:22][CH2:23][CH2:24][C:25]2[CH:26]=[CH:27][C:28]([OH:31])=[CH:29][CH:30]=2)[CH2:42][C:43]([NH2:45])=[O:44])=[CH:15][CH:14]=[CH:13][CH:12]=3)[CH:3]=[C:2]([CH3:1])[CH:7]=1. Procedure details: To a solution of 4-[4-[[2-[2-(3,5-dimethylphenyl)-1H-indol-3-yl]ethyl]amino]butyl]phenol (15 mg in a mixture of 0.7 mL acetonitrile and 0.2 mL N,N-dimethylformamide) was added 0.015 mL of diisopropylethyl amine followed by 8 mg of iodoacetamide and the mixture stirred at room temperature. After 4.5 hours the crude reaction mixture was applied to a silica gel preparative TLC plate and eluted with (methylene chloride:methanol, 93:7). Isolation of the desired band was followed by extraction with me... Starting materials: COc1ccc(-c2nc3cc(OC)cc(Br)c3o2)cc1, CCCC[Sn](CCCC)(CCCC)c1ccco1, Cc1ccc(C)cc1, [Cl-], [NH4+]. Product: COc1ccc(-c2nc3cc(OC)cc(-c4ccco4)c3o2)cc1. Reaction SMILES: [Br:1][c:2]1[cH:3][c:4]([O:19][CH3:20])[cH:5][c:6]2[n:7][c:8](-[c:11]3[cH:12][cH:13][c:14]([O:17][CH3:18])[cH:15][cH:16]3)[o:9][c:10]12.[CH2:21]([Sn:22]([CH2:23][CH2:24][CH2:25][CH3:31])([c:26]1[o:27][cH:28][cH:29][cH:30]1)[CH2:32][CH2:33][CH2:34][CH3:35])[CH2:36][CH2:37][CH3:38].[CH3:39][c:40]1[cH:41][cH:42][c:43]([CH3:44])[cH:45][cH:46]1.[Cl-:47].[NH4+:48]>>[c:2]1(-[c:26]2[o:27][cH:28][cH:29][cH:30]2)[cH:3][c:4]([O:19][CH3:20])[cH:5][c:6]2[n:7][c:8](-[c:11]3[cH:12][cH:13][c:14]([O:17][CH3:18])[cH:15][cH:16]3)[o:9][c:10]12. Reactants: C(CCC)C1=NN=C(S1)S (5-butyl-1,3,4-thiadiazole-2-thiol), [H-].[Na+] (NaH), ClC=1C(=NC=CN1)C#N (3-chloropyrazine-2-carbonitrile). Solvent: CN(C)C=O (DMF), C1=CC=CC=C1 (benzene). Run at time 3 hour. The product is C(CCC)C1=NN=C(S1)SC=1C(=NC=CN1)C#N (3-(5-butyl-1,3,4-thiadiazol-2-ylthio)pyrazine-2-carbonitrile). As a reaction SMILES: [CH2:1]([C:5]1[S:9][C:8]([SH:10])=[N:7][N:6]=1)[CH2:2][CH2:3][CH3:4].[H-].[Na+].Cl[C:14]1[C:15]([C:20]#[N:21])=[N:16][CH:17]=[CH:18][N:19]=1>CN(C=O)C.C1C=CC=CC=1>[CH2:1]([C:5]1[S:9][C:8]([S:10][C:14]2[C:15]([C:20]#[N:21])=[N:16][CH:17]=[CH:18][N:19]=2)=[N:7][N:6]=1)[CH2:2][CH2:3][CH3:4] |f:1.2|. Procedure: The title compound was prepared according to Example 1 by using 5-butyl-1,3,4-thiadiazole-2-thiol (260 mg, 1.49 mmol), NaH (60% dispersion in mineral oil, 66 mg, 1.65 mmol), and 3-chloropyrazine-2-carbonitrile (210 mg, 1.50 mmol) in DMF and benzene (4 ml, 1/1) by stirring at room temperature under nitrogen atmosphere for 3 hr. Starting materials: C1(=CC=CC=C1)SC=1C=NC=CC1 (3-phenylthiopyridine), [NH2-].[Na+] (sodium amide), CN(C1=CC=CC=C1)C (dimethyl aniline). The product is NC1=NC=CC=C1SC1=CC=CC=C1 (2-Amino-3-phenylthio pyridine). As a reaction SMILES: [C:1]1([S:7][C:8]2[CH:9]=[N:10][CH:11]=[CH:12][CH:13]=2)[CH:6]=[CH:5][CH:4]=[CH:3][CH:2]=1.[NH2-].[Na+].C[N:17](C)C1C=CC=CC=1>>[NH2:17][C:9]1[C:8]([S:7][C:1]2[CH:6]=[CH:5][CH:4]=[CH:3][CH:2]=2)=[CH:13][CH:12]=[CH:11][N:10]=1 |f:1.2|. Procedure details: A mixture of 59.1 g. (0.316 mole) of 3-phenylthiopyridine, 14.7 g. (0.318 mole) of sodium amide and 84 gms. of dimethyl aniline is heated at 150°-160° C for 6 hours. After dilution with 100 ml. of water, the reaction mixture is extracted with chloroform. The combined extracts are washed with water and dried. Evaporation of the solvent in vacuo yields an oily residue. The residue is triturated with three 100 ml. portions of petroleum ether yielding 17 gm. of crude insoluble product. Proton magnet... Reactants: ClC=1C(=CC=2N(N1)C(=NN2)C(F)(F)F)C (6-chloro-7-methyl-3-(trifluoromethyl)-[1,2,4]triazolo[4,3-b]pyridazine), C(#N)C1=CC=C(CN2CCNCC2)C=C1 (1-(4-cyanobenzyl)-piperazine). Product: CC1=CC=2N(N=C1N1CCN(CC1)CC1=CC=C(C#N)C=C1)C(=NN2)C(F)(F)F (4-((4-(7-methyl-3-(trifluoromethyl)-[1,2,4]triazolo[4,3-b]pyridazin-6-yl)piperazin-1-yl)methyl)benzonitrile). Isolated yield 74.7%. As a reaction SMILES: Cl[C:2]1[C:3]([CH3:15])=[CH:4][C:5]2[N:6]([C:8]([C:11]([F:14])([F:13])[F:12])=[N:9][N:10]=2)[N:7]=1.[C:16]([C:18]1[CH:30]=[CH:29][C:21]([CH2:22][N:23]2[CH2:28][CH2:27][NH:26][CH2:25][CH2:24]2)=[CH:20][CH:19]=1)#[N:17]>>[CH3:15][C:3]1[C:2]([N:26]2[CH2:27][CH2:28][N:23]([CH2:22][C:21]3[CH:29]=[CH:30][C:18]([C:16]#[N:17])=[CH:19][CH:20]=3)[CH2:24][CH2:25]2)=[N:7][N:6]2[C:8]([C:11]([F:14])([F:13])[F:12])=[N:9][N:10]=[C:5]2[CH:4]=1. Procedure details: The method of Example 12 was repeated using a mixture of 6-chloro-7-methyl-3-(trifluoromethyl)-[1,2,4]triazolo[4,3-b]pyridazine (0.078 g, 0.33 mmol) and 1-(4-cyanobenzyl)-piperazine (0.199 g, 0.99 mmol) to give 4-((4-(7-methyl-3-(trifluoromethyl)-[1,2,4]triazolo[4,3-b]pyridazin-6-yl)piperazin-1-yl)methyl)benzonitrile (0.099 g, 75%). Reactants: C(N)(=O)C1=NN(C2=CC=CC=C12)CC(=O)OC(C)(C)C (tert-butyl 2-(3-carbamoyl-1H-indazol-1-yl)acetate), C(=O)(C(F)(F)F)O (TFA). The solvent is C(Cl)Cl (CH2Cl2). Run at time 16 hour. The product is C(N)(=O)C1=NN(C2=CC=CC=C12)CC(=O)O ((3-Carbamoyl-indazol-1-yl)-acetic acid). RXN SMILES: [C:1]([C:4]1[C:12]2[C:7](=[CH:8][CH:9]=[CH:10][CH:11]=2)[N:6]([CH2:13][C:14]([O:16]C(C)(C)C)=[O:15])[N:5]=1)(=[O:3])[NH2:2].C(O)(C(F)(F)F)=O>C(Cl)Cl>[C:1]([C:4]1[C:12]2[C:7](=[CH:8][CH:9]=[CH:10][CH:11]=2)[N:6]([CH2:13][C:14]([OH:16])=[O:15])[N:5]=1)(=[O:3])[NH2:2]. Procedure details: To a solution of tert-butyl 2-(3-carbamoyl-1H-indazol-1-yl)acetate (3.42 g, 12.4 mmol) in CH2Cl2 (20 mL) was added TFA (10 mL, 130 mmol) and the resulting mixture was stirred at RT for 16 h. The reaction mixture was concentrated in vacuo, the residual solid was suspended in MeOH and concentrated again in vacuo to give the title compound. MS (LC/MS): 220 [M+H]+; tR (HPLC conditions d): 1.79 min.